From a dataset of the Open Reaction Database (ORD), a public repository of structured organic reaction records. describe an organic reaction: reactants, conditions, products, and yield Reactants: ClC=1C=NC=2N(C1)N=C(C2)C(=O)O (6-chloro-pyrazolo[1,5-a]pyrimidine-2-carboxylic acid), N1(CCOCC1)C1=CC=C2CCNCC2=C1 (7-Morpholin-4-yl-1,2,3,4-tetrahydro-isoquinoline). Product: ClC=1C=NC=2N(C1)N=C(C2)C(=O)N2CC1=CC(=CC=C1CC2)N2CCOCC2 ((6-Chloro-pyrazolo[1,5-a]pyrimidin-2-yl)-(7-morpholin-4-yl-3,4-dihydro-1H-isoquinolin-2-yl)-methanone). Reaction SMILES: [Cl:1][C:2]1[CH:3]=[N:4][C:5]2[N:6]([N:8]=[C:9]([C:11]([OH:13])=O)[CH:10]=2)[CH:7]=1.[N:14]1([C:20]2[CH:29]=[C:28]3[C:23]([CH2:24][CH2:25][NH:26][CH2:27]3)=[CH:22][CH:21]=2)[CH2:19][CH2:18][O:17][CH2:16][CH2:15]1>>[Cl:1][C:2]1[CH:3]=[N:4][C:5]2[N:6]([N:8]=[C:9]([C:11]([N:26]3[CH2:25][CH2:24][C:23]4[C:28](=[CH:29][C:20]([N:14]5[CH2:19][CH2:18][O:17][CH2:16][CH2:15]5)=[CH:21][CH:22]=4)[CH2:27]3)=[O:13])[CH:10]=2)[CH:7]=1. Procedure: In close analogy to the procedure described in Example 1, 6-chloro-pyrazolo[1,5-a]pyrimidine-2-carboxylic acid is reacted with 7-Morpholin-4-yl-1,2,3,4-tetrahydro-isoquinoline to provide the title compound in moderate yield. The reactants are CN, CC#N, CO, CCOC(=O)c1cccc2nc(CCl)n(Cc3ccc(-c4ccccc4-c4nnn[nH]4)cc3)c12. Product: CCOC(=O)c1cccc2nc(CNC)n(Cc3ccc(-c4ccccc4-c4nnn[nH]4)cc3)c12. RXN SMILES: [CH3:35][NH2:36].[CH3:37][C:38]#[N:39].[CH3:40][OH:41].[Cl:1][CH2:2][c:3]1[n:4][c:5]2[c:6]([n:7]1[CH2:8][c:9]1[cH:10][cH:11][c:12](-[c:15]3[c:16](-[c:21]4[n:22][n:23][n:24][nH:25]4)[cH:17][cH:18][cH:19][cH:20]3)[cH:13][cH:14]1)[c:26]([C:30](=[O:31])[O:32][CH2:33][CH3:34])[cH:27][cH:28][cH:29]2>>[CH2:2]([c:3]1[n:4][c:5]2[c:6]([n:7]1[CH2:8][c:9]1[cH:10][cH:11][c:12](-[c:15]3[c:16](-[c:21]4[n:22][n:23][n:24][nH:25]4)[cH:17][cH:18][cH:19][cH:20]3)[cH:13][cH:14]1)[c:26]([C:30](=[O:31])[O:32][CH2:33][CH3:34])[cH:27][cH:28][cH:29]2)[NH:36][CH3:35]. Starting materials: C(C=C)Br (Allyl bromide), OC=1C=C2C(=CNC2=CC1)CCNC(CC)=O (N-[2-(5-hydroxyindol-3-yl)ethyl]propionamide), C([O-])([O-])=O.[Cs+].[Cs+] (cesium carbonate), CN(C=O)C (N,N-dimethylformamide). Solvent: O (water). Run at temperature 50 celsius, time 1 hour. Product: C(C=C)OC=1C=C2C(=CNC2=CC1)CCNC(CC)=O (N-[2-(5-allyloxyindol-3-yl)ethyl]propionamide). The yield is 80.9%. Reaction SMILES: [CH2:1](Br)[CH:2]=[CH2:3].[OH:5][C:6]1[CH:7]=[C:8]2[C:12](=[CH:13][CH:14]=1)[NH:11][CH:10]=[C:9]2[CH2:15][CH2:16][NH:17][C:18](=[O:21])[CH2:19][CH3:20].C(=O)([O-])[O-].[Cs+].[Cs+].CN(C)C=O>O>[CH2:1]([O:5][C:6]1[CH:7]=[C:8]2[C:12](=[CH:13][CH:14]=1)[NH:11][CH:10]=[C:9]2[CH2:15][CH2:16][NH:17][C:18](=[O:21])[CH2:19][CH3:20])[CH:2]=[CH2:3] |f:2.3.4|. Reported procedure: Allyl bromide (11 g, 90.8 mmol.) was added, under argon atmosphere, to a mixture of N-[2-(5-hydroxyindol-3-yl)ethyl]propionamide (20.0 g, 92.5 mmol.), cesium carbonate (31.6 g, 97 mmol.) and N,N-dimethylformamide (150 mL) at 0° C. The reaction mixture was stirred for one hour at 50° C., to which was added water. The product was extracted with ethyl acetate. The extract solution was washed with water and dried. The solvent was then distilled off to leave the title compound (yield 20.0 g, 79.4%) a... The reactants are C(C)N(C1=NN2C(C=C(C=C2)N)=N1)C (N2-ethyl-N2-methyl-[1,2,4]triazolo[1,5-a]pyridine-2,7-diamine), C(C)OC(=O)C=1C=NN(C1C(=O)O)C (4-(ethoxycarbonyl)-1-methyl-1H-pyrazole-5-carboxylic acid), CCCP(=O)=O (propylphosphonic anhydride), C(C)(C)N(C(C)C)CC (N,N-diisopropylethylamine), crude material. The solvent is O1CCCC1 (tetrahydrofuran). Yields the product C(C)OC(=O)C=1C=NN(C1C(NC1=CC=2N(C=C1)N=C(N2)N(C)CC)=O)C (5-[2-(ethyl-methyl-amino)-[1,2,4]triazolo[1,5-a]pyridin-7-ylcarbamoyl]-1-methyl-1H-pyrazole-4-carboxylic acid ethyl ester). The yield is 90.2%. As a reaction SMILES: [CH2:1]([N:3]([CH3:14])[C:4]1[N:13]=[C:7]2[CH:8]=[C:9]([NH2:12])[CH:10]=[CH:11][N:6]2[N:5]=1)[CH3:2].[CH2:15]([O:17][C:18]([C:20]1[CH:21]=[N:22][N:23]([CH3:28])[C:24]=1[C:25](O)=[O:26])=[O:19])[CH3:16].CCCP(=O)=O.C(N(CC)C(C)C)(C)C>O1CCCC1>[CH2:15]([O:17][C:18]([C:20]1[CH:21]=[N:22][N:23]([CH3:28])[C:24]=1[C:25](=[O:26])[NH:12][C:9]1[CH:10]=[CH:11][N:6]2[N:5]=[C:4]([N:3]([CH2:1][CH3:2])[CH3:14])[N:13]=[C:7]2[CH:8]=1)=[O:19])[CH3:16]. Procedure: A mixture of N2-ethyl-N2-methyl-[1,2,4]triazolo[1,5-a]pyridine-2,7-diamine (215 mg, 1.12 mmol), 4-(ethoxycarbonyl)-1-methyl-1H-pyrazole-5-carboxylic acid (267 mg, 1.35 mmol), propylphosphonic anhydride (50% in ethyl acetate, 1.66 ml, 2.81 mmol) and N,N-diisopropylethylamine (574 μl, 3.37 mmol) in tetrahydrofuran (10 ml) was refluxed for 18 hours. The crude material was applied on silicagel and purified by flash chromatography over a 20 g silicagel column using ethyl acetate 100% as eluent afford... Reactants: 13, C(NC(=O)N)(SC)=N (methyl thioallophanimidate), CN=C=O (methylisocyanate). Run in C(Cl)Cl (methylene chloride). Reaction conditions: time 8 hour. Product: C(N)(=O)N=C(NC(=O)NC)SC (methyl N-carbamoyl-4-methylthioallophanimidate). Reaction SMILES: [C:1](=[NH:8])([S:6][CH3:7])[NH:2][C:3]([NH2:5])=[O:4].[CH3:9][N:10]=[C:11]=[O:12]>C(Cl)Cl>[C:3]([N:2]=[C:1]([S:6][CH3:7])[NH:8][C:11]([NH:10][CH3:9])=[O:12])(=[O:4])[NH2:5]. Procedure: A mixture of 13 parts of methyl thioallophanimidate 74 parts of methylene chloride and 6 parts of methylisocyanate is refluxed for 2 hours. After standing overnight at room temperature, the solution is evaporated under vacuum to give crude methyl N-carbamoyl-4-methylthioallophanimidate (a compound of formula I).